Task: describe an organic reaction: reactants, conditions, products, and yield. Dataset: the Open Reaction Database (ORD), a public repository of structured organic reaction records Starting materials: C1CCOC1, CO, O=C[O-], Cc1c[nH]c2c(OCc3ccccc3)cc3c(c12)C(CCl)CN3C(=O)O, [NH4+]. Yields the product Cc1c[nH]c2c(O)cc3c(c12)C(CCl)CN3C(=O)O. Reaction SMILES: [CH2:27]1[O:28][CH2:29][CH2:30][CH2:31]1.[CH3:36][OH:37].[CH:32]([O-:33])=[O:34].[Cl:1][CH2:2][CH:3]1[c:4]2[c:5]([cH:11][c:12]([O:19][CH2:20][c:21]3[cH:22][cH:23][cH:24][cH:25][cH:26]3)[c:13]3[nH:14][cH:15][c:16]([CH3:18])[c:17]23)[N:6]([C:8](=[O:9])[OH:10])[CH2:7]1.[NH4+:35]>>[Cl:1][CH2:2][CH:3]1[c:4]2[c:5]([cH:11][c:12]([OH:19])[c:13]3[nH:14][cH:15][c:16]([CH3:18])[c:17]23)[N:6]([C:8](=[O:9])[OH:10])[CH2:7]1. Reactants: BrC=1C=C(ON2C(C3=CC=CC=C3C2=O)=O)C=CC1 (2-(3-bromophenoxy)isoindoline-1,3-dione), O.NN (hydrazine hydrate), C(Cl)(Cl)Cl (chloroform). Run in CO (methanol). Run at time 15 hour. Yields the product Cl.BrC=1C=C(C=CC1)ON (O-(3-bromophenyl)hydroxylamine hydrochloride). RXN SMILES: [Br:1][C:2]1[CH:3]=[C:4]([CH:17]=[CH:18][CH:19]=1)[O:5][N:6]1C(=O)C2C(=CC=CC=2)C1=O.O.NN.C(Cl)(Cl)[Cl:24]>CO>[ClH:24].[Br:1][C:2]1[CH:3]=[C:4]([O:5][NH2:6])[CH:17]=[CH:18][CH:19]=1 |f:1.2,5.6|. Procedure details: To a solution of 2-(3-bromophenoxy)isoindoline-1,3-dione (1.85 g, 5.82 mmol) in chloroform (50 mL) and methanol (5.6 mL) under a nitrogen atmosphere was added hydrazine hydrate (0.88 mL, 17.4 mmol). The reaction mixture was stirred at ambient temperature for 15 h and concentrated in vacuo to give the crude product which was purified by flash column chromatography (SiO2, 70:30 hexanes/ethyl acetate). After removal of solvent in vacuo the free base was treated directly with 1.25M hydrochloric acid... Reactants: C1=CC=CC=2C3C4=CC=CC=C4C(C12)(C3)CN3CCC(CC3)=O (1-(9,10-dihydro-9,10-methanoanthracen-9-ylmethyl)-4-piperidinone), BrC=1C=NC=C(C1)CO[Si](C)(C)C(C)(C)C (3-bromo-5-(tert-butyldimethylsilyl)oxymethylpyridine). The product is [Si](C)(C)(C(C)(C)C)OCC=1C=C(C=NC1)C1(CCN(CC1)CC12C3=CC=CC=C3C(C=3C=CC=CC13)C2)O (4-(5-(tert-Butyldimethylsilyl)oxymethyl-3-pyridyl)-1-(9,10-dihydro-9,10-methanoanthracen-9-ylmethyl)piperidin-4-ol). The yield is 62.0%. RXN SMILES: [CH:1]1[C:14]2[C:13]3([CH2:16][N:17]4[CH2:22][CH2:21][C:20](=[O:23])[CH2:19][CH2:18]4)[CH2:15][CH:6]([C:7]4[C:12]3=[CH:11][CH:10]=[CH:9][CH:8]=4)[C:5]=2[CH:4]=[CH:3][CH:2]=1.Br[C:25]1[CH:26]=[N:27][CH:28]=[C:29]([CH2:31][O:32][Si:33]([C:36]([CH3:39])([CH3:38])[CH3:37])([CH3:35])[CH3:34])[CH:30]=1>>[Si:33]([O:32][CH2:31][C:29]1[CH:30]=[C:25]([C:20]2([OH:23])[CH2:21][CH2:22][N:17]([CH2:16][C:13]34[CH2:15][CH:6]([C:7]5[CH:8]=[CH:9][CH:10]=[CH:11][C:12]=53)[C:5]3[C:14]4=[CH:1][CH:2]=[CH:3][CH:4]=3)[CH2:18][CH2:19]2)[CH:26]=[N:27][CH:28]=1)([C:36]([CH3:39])([CH3:38])[CH3:37])([CH3:35])[CH3:34]. Reported procedure: Using a procedure similar to that described in example 1 except starting with 1-(9,10-dihydro-9,10-methanoanthracen-9-ylmethyl)-4-piperidinone (described in example 5d) and employing 3-bromo-5-(tert-butyldimethylsilyl)oxymethylpyridine (described in example 69b), the title compound was formed in 62% yield as an oil. TLC analysis (Rf 0.25, 30% ethyl acetate in hexane). MS (CI, CH4) m/z 527 (M+1,100), 555 (M+29,14), 509 (20),395 (20) Starting materials: COC=1C=C(C(=O)NCC(=O)NCC(C2=CC(=C(C=C2)OC)OC)O)C=C(C1OC)OC (α-(3,4,5-trimethoxybenzamido)-N-[2-hydroxy-2-(3,4-dimethoxyphenyl)-ethyl]-acetamide), ice water, C(Cl)(Cl)Cl (chloroform), P(Cl)(Cl)(Cl)(Cl)Cl (phosphorus pentachloride). The reagents and catalysts are O=[Pt]=O (PtO2). Solvent: CO (methanol). The product is COC=1C=C(C(=O)NCC2NCCC3=CC(=C(C=C23)OC)OC)C=C(C1OC)OC (1-(3,4,5-trimethoxybenzamidomethyl)-6,7-dimethoxy-1,2,3,4-tetrahydroisoquinoline). Reaction SMILES: [CH3:1][O:2][C:3]1[CH:4]=[C:5]([CH:26]=[C:27]([O:31][CH3:32])[C:28]=1[O:29][CH3:30])[C:6]([NH:8][CH2:9][C:10]([NH:12][CH2:13][CH:14](O)[C:15]1[CH:20]=[CH:19][C:18]([O:21][CH3:22])=[C:17]([O:23][CH3:24])[CH:16]=1)=O)=[O:7].C(Cl)(Cl)Cl.P(Cl)(Cl)(Cl)(Cl)Cl>O=[Pt]=O.CO>[CH3:1][O:2][C:3]1[CH:4]=[C:5]([CH:26]=[C:27]([O:31][CH3:32])[C:28]=1[O:29][CH3:30])[C:6]([NH:8][CH2:9][CH:10]1[C:20]2[C:15](=[CH:16][C:17]([O:23][CH3:24])=[C:18]([O:21][CH3:22])[CH:19]=2)[CH2:14][CH2:13][NH:12]1)=[O:7]. Reported procedure: 4.48 g. of α-(3,4,5-trimethoxybenzamido)-N-[2-hydroxy-2-(3,4-dimethoxyphenyl)-ethyl]-acetamide [producible from 2-(3,4-dimethoxyphenyl)-2-hydroxyethylamine and 3,4,5-trimethoxybenzamidoacetyl chloride] is allowed to stand in 100 ml. of chloroform with 6.2 g. of phosphorus pentachloride for 3 days at 20°. The mixture is decomposed with ice water and washed several times with NaHCO3 solution. The chloroform solution is evaporated. The thus-obtained crude 1-(3,4,5-trimethoxybenzamidomethyl)-6,7-dim... The reactants are C(=O)(O)[O-].[Na+] (NaHCO3), FC(C(=N)N)(F)F (2,2,2-trifluoro-acetamidine), Cl (HCl), C(C)OC(C(CC(C)=O)=O)=O (2,4-dioxo-pentanoic acid ethyl ester). The solvent is C(C)O (ethanol). Reaction conditions: temperature 2.5 celsius, time 3 hour. The product is C(C)OC(=O)C1=NC(=NC(=C1)C)C(F)(F)F (6-methyl-2-trifluoromethyl-pyrimidine-4-carboxylic acid ethyl ester). Isolated yield 66.2%. RXN SMILES: [F:1][C:2]([F:7])([F:6])[C:3]([NH2:5])=[NH:4].[CH2:8]([O:10][C:11](=[O:18])[C:12](=O)[CH2:13][C:14](=O)[CH3:15])[CH3:9].Cl.C([O-])(O)=O.[Na+]>C(O)C>[CH2:8]([O:10][C:11]([C:12]1[CH:13]=[C:14]([CH3:15])[N:5]=[C:3]([C:2]([F:7])([F:6])[F:1])[N:4]=1)=[O:18])[CH3:9] |f:3.4|. Procedure: 2.241 g (20 mmol) of 2,2,2-trifluoro-acetamidine were dissolved in 80 ml ethanol and treated with 3.163 g (20 mmol) of 2,4-dioxo-pentanoic acid ethyl ester. The resulting solution was cooled to 0-5° C. and treated with 120 ml of HCl-saturated ethanol. The reaction mixture was allowed to warm-up to RT and stirred for additional 3 hours. The mixture was then added dropwise under cooling to 800 ml saturated NaHCO3 solution. The resulting mixture was then extracted twice with 300 ml DCM and the comb... Reactants: COC1=NC=CC=C1C1=C(C(=O)OC)C=C(C=C1)[N+](=O)[O-] (Methyl 2-(2-methoxypyridin-3-yl)-5-nitrobenzoate), C(C)(=O)OCC (Ethyl acetate), B(Br)(Br)Br (boron tribromide), ice water. Solvent: ClCCl (dichloromethane). Conditions: temperature 0 celsius, time 3 hour. Product: OC1=NC=CC=C1C1=C(C(=O)OC)C=C(C=C1)[N+](=O)[O-] (Methyl 2-(2-hydroxypyridin-3-yl)-5-nitrobenzoate). Yield: 54.0%. Reaction SMILES: C[O:2][C:3]1[C:8]([C:9]2[CH:18]=[CH:17][C:16]([N+:19]([O-:21])=[O:20])=[CH:15][C:10]=2[C:11]([O:13][CH3:14])=[O:12])=[CH:7][CH:6]=[CH:5][N:4]=1.B(Br)(Br)Br.C(OCC)(=O)C>ClCCl>[OH:2][C:3]1[C:8]([C:9]2[CH:18]=[CH:17][C:16]([N+:19]([O-:21])=[O:20])=[CH:15][C:10]=2[C:11]([O:13][CH3:14])=[O:12])=[CH:7][CH:6]=[CH:5][N:4]=1. Procedure details: Methyl 2-(2-methoxypyridin-3-yl)-5-nitrobenzoate (Reference Compound No. 1-3-(1), 200 mg, 0.694 mmol) was dissolved in anhydrous dichloromethane (2 mL), then boron tribromide (118 μL, 1.25 mmol) was added thereto at −78° C. The reaction mixture was stirred at 0° C. for 3 hours, and then poured into ice-water (30 mL). Ethyl acetate (50 mL) was added, and then separated. The organic layer was washed with saturated brine (50 mL), dried over anhydrous magnesium sulfate, and then the solvent was remo... Starting materials: C1CCOC1, CC(C)[N-]C(C)C, CI, O=C(O)CCc1ccc(Cl)cc1, [Li+]. Yields the product CC(Cc1ccc(Cl)cc1)C(=O)O. RXN SMILES: [CH2:23]1[O:24][CH2:25][CH2:26][CH2:27]1.[CH3:14][CH:15]([N-:16][CH:17]([CH3:18])[CH3:19])[CH3:20].[CH3:21][I:22].[Cl:1][c:2]1[cH:3][cH:4][c:5]([CH2:8][CH2:9][C:10](=[O:11])[OH:12])[cH:6][cH:7]1.[Li+:13]>>[Cl:1][c:2]1[cH:3][cH:4][c:5]([CH2:8][CH:9]([C:10](=[O:11])[OH:12])[CH3:14])[cH:6][cH:7]1.